This data is from the Open Reaction Database (ORD), a public repository of structured organic reaction records. The task is: describe an organic reaction: reactants, conditions, products, and yield Procedure details: To a solution of 1-acetyl-2-phenylhydrazine (2 g, 13.3 mmol) in anhydrous toluene 20 ml was added bromoethanol (1.04 ml, 14.6 mmol), diisopropylethylamine (2.54 ml, 14.6 ml) at room temperature. The reaction mixture was refluxed under nitrogen for 40 hours. After cooling, the reaction was then quenched with 100 ml water, extracted with dichloromethane 2×100 ml. The organic was dried (MgSO4) and removed in vacuo. The residue was purified by flash column chromatography over silica using a gradient... Product: C(C)(=O)NN(C1=CC=CC=C1)CCO (acetyl-2-(2-hydroxyethyl)-2-phenylhydrazine). Reaction SMILES: [C:1]([NH:4][NH:5][C:6]1[CH:11]=[CH:10][CH:9]=[CH:8][CH:7]=1)(=[O:3])[CH3:2].Br[CH:13]([OH:15])[CH3:14].C(N(C(C)C)CC)(C)C>C1(C)C=CC=CC=1>[C:1]([NH:4][N:5]([CH2:14][CH2:13][OH:15])[C:6]1[CH:11]=[CH:10][CH:9]=[CH:8][CH:7]=1)(=[O:3])[CH3:2]. Yield: 34.8%. The reactants are C(C)(=O)NNC1=CC=CC=C1 (1-acetyl-2-phenylhydrazine), BrC(C)O (bromoethanol), C(C)(C)N(CC)C(C)C (diisopropylethylamine). Run in C1(=CC=CC=C1)C (toluene). The reactants are N1CCOCC1 (morpholine), C(=O)(OC(C)(C)C)N[C@@H](CC=1SC=CC1)C(=O)O (Boc-3-(2-thienyl)-L-alanine). Product: C(=O)(OC(C)(C)C)N[C@@H](CC=1SC=CC1)C(=O)N1CCOCC1 (N-[Boc-3-(2-thienyl)-L-alanyl]morpholine). Reaction SMILES: [NH:1]1[CH2:6][CH2:5][O:4][CH2:3][CH2:2]1.[C:7]([NH:14][C@H:15]([C:22](O)=[O:23])[CH2:16][C:17]1[S:18][CH:19]=[CH:20][CH:21]=1)([O:9][C:10]([CH3:13])([CH3:12])[CH3:11])=[O:8]>>[C:7]([NH:14][C@H:15]([C:22]([N:1]1[CH2:6][CH2:5][O:4][CH2:3][CH2:2]1)=[O:23])[CH2:16][C:17]1[S:18][CH:19]=[CH:20][CH:21]=1)([O:9][C:10]([CH3:12])([CH3:11])[CH3:13])=[O:8]. Reported procedure: In substantially the same manner as in Example 5, morpholine (319 μl) was condensed with Boc-3-(2-thienyl)-L-alanine (900 mg, manufactured by Bachem Fein Chemikalien AG, Switzerland) to give N-[Boc-3-(2-thienyl)-L-alanyl]morpholine (1.13 g) as a colorless oily product (yield quantitative). After Boc group elimination with 4N HCl/ethyl acetate, the product was condensed with (2S,3S)-ethyl hydrogen trans-epoxysuccinate as obtained in Reference Example 8 (315 mg) to yield the title compound (compou... Starting materials: C(C)(C)N(CC)C(C)C (Diisopropylethylamine), N1=CC=C(C=C1)CCNCCC1=CC=NC=C1 (bis [2-(4-pyridyl)ethyl]amine), C(=O)(O)C=1C=CC2=C(CN(C(C(N2)CC(=O)OC)=O)C)C1 (methyl (±)-7-carboxy-4-methyl-3-oxo-2,3,4,5-tetrahydro-1H-1,4-benzodiazepine-2-acetate), C(CCl)Cl (EDC), C=1C=CC2=C(C1)N=NN2O (HOBT), ice water, C(=O)(O)[O-].[Na+] (NaHCO3), O (H2O). Yields the product N1=CC=C(C=C1)CCN(C(=O)C=1C=CC2=C(CN(C(C(N2)CC(=O)OC)=O)C)C1)CCC1=CC=NC=C1 (Methyl (±)-7-[[bis[2-(4-pyridinyl)ethyl]amino]carbonyl]-4-methyl-3-oxo-2,3,4,5-tetrahydro-1H-1,4-benzodiazepine-2-acetate). Procedure: Diisopropylethylamine (0.35 g, 2.7 mmole) was added in one portion to a stirred mixture of bis [2-(4-pyridyl)ethyl]amine (0.37 g, 1.65 mmole), methyl (±)-7-carboxy-4-methyl-3-oxo-2,3,4,5-tetrahydro-1H-1,4-benzodiazepine-2-acetate (0.44 g, 1.50 mmole), EDC (0.34 g, 1.8 mmole), and HOBT . H2O (0.24 g, 1.8 mmole) in DMF (8 mL) at 0° C. under argon, and the reaction was allowed to warm to RT. After 19.5 h, the reaction was poured into a mixture of ice water (100 g) and 5% NaHCO3 (10 mL) and extracte... Isolated yield 93.0%. Reaction conditions: time 19.5 hour. RXN SMILES: C(N(C(C)C)CC)(C)C.[N:10]1[CH:15]=[CH:14][C:13]([CH2:16][CH2:17][NH:18][CH2:19][CH2:20][C:21]2[CH:26]=[CH:25][N:24]=[CH:23][CH:22]=2)=[CH:12][CH:11]=1.[C:27]([C:30]1[CH:31]=[CH:32][C:33]2[NH:39][CH:38]([CH2:40][C:41]([O:43][CH3:44])=[O:42])[C:37](=[O:45])[N:36]([CH3:46])[CH2:35][C:34]=2[CH:47]=1)(O)=[O:28].C(Cl)CCl.C1C=CC2N(O)N=NC=2C=1.O.C([O-])(O)=O.[Na+]>CN(C=O)C>[N:10]1[CH:15]=[CH:14][C:13]([CH2:16][CH2:17][N:18]([CH2:19][CH2:20][C:21]2[CH:22]=[CH:23][N:24]=[CH:25][CH:26]=2)[C:27]([C:30]2[CH:31]=[CH:32][C:33]3[NH:39][CH:38]([CH2:40][C:41]([O:43][CH3:44])=[O:42])[C:37](=[O:45])[N:36]([CH3:46])[CH2:35][C:34]=3[CH:47]=2)=[O:28])=[CH:12][CH:11]=1 |f:6.7|. The solvent is CN(C)C=O (DMF). Reactants: CC(C)(C)OC(=O)NC1CCC(N)CC1, CS(=O)(=O)Cl, ClCCl. Product: CC(C)(C)OC(=O)NC1CCC(NS(C)(=O)=O)CC1. As a reaction SMILES: [C:1](=[O:2])([O:3][C:4]([CH3:5])([CH3:6])[CH3:7])[NH:8][CH:9]1[CH2:10][CH2:11][CH:12]([NH2:15])[CH2:13][CH2:14]1.[CH3:16][S:17]([Cl:18])(=[O:19])=[O:20].[Cl:21][CH2:22][Cl:23]>>[C:1](=[O:2])([O:3][C:4]([CH3:5])([CH3:6])[CH3:7])[NH:8][CH:9]1[CH2:10][CH2:11][CH:12]([NH:15][S:17]([CH3:16])(=[O:19])=[O:20])[CH2:13][CH2:14]1.